This data is from the Open Reaction Database (ORD), a public repository of structured organic reaction records. The task is: describe an organic reaction: reactants, conditions, products, and yield The reactants are C(#N)C1=CC=C(OC=2C(=NN(C2CC)CC(=O)O)CC)C=C1 ([4-(4-Cyanophenoxy)-3,5-diethyl-1H-pyrazol-1-yl]acetic acid), C(C)(=O)NN (acetic hydrazide), Cl.CN(CCCN=C=NCC)C (1-(3-dimethylaminopropyl)-3-ethylcarbodiimide hydrochloride), O.ON1N=NC2=C1C=CC=C2 (1-hydroxybenzotriazole hydrate), CN1CCOCC1 (N-methylmorpholine). Solvent: CN(C=O)C (N,N-dimethylformamide). Yields the product C(C)(=O)NNC(CN1N=C(C(=C1CC)OC1=CC=C(C=C1)C#N)CC)=O (N′-Acetyl-2-[4-(4-cyanophenoxy)-3,5-diethyl-1H-pyrazol-1-yl]acetohydrazide). Isolated yield 72.0%. As a reaction SMILES: [C:1]([C:3]1[CH:22]=[CH:21][C:6]([O:7][C:8]2[C:9]([CH2:19][CH3:20])=[N:10][N:11]([CH2:15][C:16]([OH:18])=O)[C:12]=2[CH2:13][CH3:14])=[CH:5][CH:4]=1)#[N:2].[C:23]([NH:26][NH2:27])(=[O:25])[CH3:24].Cl.CN(C)CCCN=C=NCC.O.ON1C2C=CC=CC=2N=N1.CN1CCOCC1>CN(C)C=O>[C:23]([NH:26][NH:27][C:16](=[O:18])[CH2:15][N:11]1[C:12]([CH2:13][CH3:14])=[C:8]([O:7][C:6]2[CH:5]=[CH:4][C:3]([C:1]#[N:2])=[CH:22][CH:21]=2)[C:9]([CH2:19][CH3:20])=[N:10]1)(=[O:25])[CH3:24] |f:2.3,4.5|. Reported procedure: The acid of step (a) above (400 mg, 1.34 mmol), acetic hydrazide (109 mg, 1.47 mmol), 1-(3-dimethylaminopropyl)-3-ethylcarbodiimide hydrochloride (372 mg, 1.47 mmol), 1-hydroxybenzotriazole hydrate (192 mg, 1.47 mmol) and N-methylmorpholine (525 mg, 5.36 mmol) were stirred in N,N-dimethylformamide (6 ml) at room temperature for 18 hours. The reaction mixture was then evaporated under reduced pressure and the residue was partitioned between dichloromethane (40 ml) and water (30 ml). The organic l...